From a dataset of the Open Reaction Database (ORD), a public repository of structured organic reaction records. describe an organic reaction: reactants, conditions, products, and yield Reactants: [H-].[Na+] (Sodium hydride), C(C1=CC=CC=C1)N1CC(CCCC1)=O (1-benzylazepan-3-one), C(C)OP(=O)(OCC)CC(=O)OCC (ethyl diethoxyphosphorylacetate), C(C1=CC=CC=C1)N1CC(CCCC1)=CC(=O)OCC (ethyl (1-benzylazepan-3-ylidene)acetate), Cl.CCOC(=O)C (HCl EtOAc). The reagents and catalysts are [Pd] (palladium on activated carbon). Run in CCO (EtOH), C1CCOC1 (THF). Conditions: time 2 hour. Product: Cl.N1CC(CCCC1)CC(=O)OCC (ethyl azepan-3-ylacetate hydrochloride). Reaction SMILES: [H-].[Na+].C(N1CCCCC(=O)C1)C1C=CC=CC=1.C(OP(CC(OCC)=O)(OCC)=O)C.C([N:39]1[CH2:45][CH2:44][CH2:43][CH2:42][C:41](=[CH:46][C:47]([O:49][CH2:50][CH3:51])=[O:48])[CH2:40]1)C1C=CC=CC=1.[ClH:52].CCOC(C)=O>[Pd].CCO.C1COCC1>[ClH:52].[NH:39]1[CH2:45][CH2:44][CH2:43][CH2:42][CH:41]([CH2:46][C:47]([O:49][CH2:50][CH3:51])=[O:48])[CH2:40]1 |f:0.1,5.6,10.11|. Procedure details: Sodium hydride and 1-benzylazepan-3-one were added to a THF solution of ethyl diethoxyphosphorylacetate with ice-cooling, and the mixture was stirred at ambient temperature for 2 hours to yield a stereoisomeric mixture of ethyl (1-benzylazepan-3-ylidene)acetate, which was treated with 4M HCl-EtOAc solution, followed by adding EtOH and 10% palladium on activated carbon and stirring under hydrogen atmosphere at ambient temperature for 15 hours to yield ethyl azepan-3-ylacetate hydrochloride. The reactants are CN(C)CCN1CCSc2cc([N+](=O)[O-])ccc21, CC(Cl)OC(=O)Cl, ClCCCl. The product is CNCCN1CCSc2cc([N+](=O)[O-])ccc21. RXN SMILES: [CH3:8][N:9]([CH2:10][CH2:11][N:12]1[c:13]2[c:14]([cH:18][c:19]([N+:22](=[O:23])[O-:24])[cH:20][cH:21]2)[S:15][CH2:16][CH2:17]1)[CH3:25].[Cl:1][C:2]([O:3][CH:4]([Cl:5])[CH3:6])=[O:7].[Cl:26][CH2:27][CH2:28][Cl:29]>>[CH3:8][NH:9][CH2:10][CH2:11][N:12]1[c:13]2[c:14]([cH:18][c:19]([N+:22](=[O:23])[O-:24])[cH:20][cH:21]2)[S:15][CH2:16][CH2:17]1. The reactants are BrC1=CC2=C(C3=NC(=CN3CCO2)C=2N(N=C(N2)C)C(C)C)C=C1 (8-Bromo-2-(2-isopropyl-5-methyl-2H-[1,2,4]triazol-3-yl)-4,5-dihydro-6-oxa-1,3a-diaza-benzo[e]azulene), CC1(OB(OC1(C)C)C=1C=NN(C1)CCN1CCOCC1)C (4-(2-(4-(4,4,5,5-tetramethyl-1,3,2-dioxaborolan-2-yl)-1H-pyrazol-1-yl)ethyl)morpholine). The product is C(C)(C)N1N=C(N=C1C=1N=C2N(CCOC3=C2C=CC(=C3)C=3C=NN(C3)CCN3CCOCC3)C1)C (2-(1-isopropyl-3-methyl-1H-1,2,4-triazol-5-yl)-9-(1-(2-morpholinoethyl)-1H-pyrazol-4-yl)-5,6-dihydrobenzo[f]imidazo[1,2-d][1,4]oxazepine). As a reaction SMILES: Br[C:2]1[CH:24]=[CH:23][C:5]2[C:6]3[N:10]([CH2:11][CH2:12][O:13][C:4]=2[CH:3]=1)[CH:9]=[C:8]([C:14]1[N:15]([CH:20]([CH3:22])[CH3:21])[N:16]=[C:17]([CH3:19])[N:18]=1)[N:7]=3.CC1(C)C(C)(C)OB([C:33]2[CH:34]=[N:35][N:36]([CH2:38][CH2:39][N:40]3[CH2:45][CH2:44][O:43][CH2:42][CH2:41]3)[CH:37]=2)O1>>[CH:20]([N:15]1[C:14]([C:8]2[N:7]=[C:6]3[C:5]4[CH:23]=[CH:24][C:2]([C:33]5[CH:34]=[N:35][N:36]([CH2:38][CH2:39][N:40]6[CH2:45][CH2:44][O:43][CH2:42][CH2:41]6)[CH:37]=5)=[CH:3][C:4]=4[O:13][CH2:12][CH2:11][N:10]3[CH:9]=2)=[N:18][C:17]([CH3:19])=[N:16]1)([CH3:22])[CH3:21]. Procedure: Similarly to as described in General Procedure C, 8-Bromo-2-(2-isopropyl-5-methyl-2H-[1,2,4]triazol-3-yl)-4,5-dihydro-6-oxa-1,3a-diaza-benzo[e]azulene was reacted with 4-(2-(4-(4,4,5,5-tetramethyl-1,3,2-dioxaborolan-2-yl)-1H-pyrazol-1-yl)ethyl)morpholine. Purification of the crude reaction mixture by reverse phase HPLC gave 210. LCMS: 489.2 The reactants are N#CCBr, CC#N, COC(=O)C1CCC(=O)N1, [H-], [Na+]. Yields the product COC(=O)C1CCC(=O)N1CC#N. RXN SMILES: [Br:13][CH2:14][C:15]#[N:16].[CH3:17][C:18]#[N:19].[CH3:1][O:2][C:3](=[O:4])[CH:5]1[NH:6][C:7](=[O:10])[CH2:8][CH2:9]1.[H-:12].[Na+:11]>>[CH3:1][O:2][C:3](=[O:4])[CH:5]1[N:6]([CH2:14][C:15]#[N:16])[C:7](=[O:10])[CH2:8][CH2:9]1. The reactants are Cl.Cl.NC1=CC=2C(=C3C(=NC2C=C1)CCCNC3)C (9-amino-2,3,4,5-tetrahydro-11-methyl-1H-azepino[4,3-b]quinoline dihydrochloride), BrBr (bromine). Product: Cl.Cl.NC1=C(C=2C(=C3C(=NC2C=C1)CCCNC3)C)Br (9-Amino-10-bromo-2,3,4,5-tetrahydro-11-methyl-1H-azepino[4,3-b]quinoline dihydrochloride). The yield is 60.0%. As a reaction SMILES: [ClH:1].Cl.[NH2:3][C:4]1[CH:13]=[CH:12][C:11]2[N:10]=[C:9]3[CH2:14][CH2:15][CH2:16][NH:17][CH2:18][C:8]3=[C:7]([CH3:19])[C:6]=2[CH:5]=1.[Br:20]Br>>[ClH:1].[ClH:1].[NH2:3][C:4]1[CH:13]=[CH:12][C:11]2[N:10]=[C:9]3[CH2:14][CH2:15][CH2:16][NH:17][CH2:18][C:8]3=[C:7]([CH3:19])[C:6]=2[C:5]=1[Br:20] |f:0.1.2,4.5.6|. Procedure details: 9-Amino-10-bromo-2,3,4,5-tetrahydro-11-methyl-1H-azepino[4,3-b]quinoline dihydrochloride was prepared from 9-amino-2,3,4,5-tetrahydro-11-methyl-1H-azepino[4,3-b]quinoline dihydrochloride by bromination with an equimolar quantity of bromine analogous to Example 148. Reactants: C1=CC=C(C=C1)P(C2=CC=CC=C2)C3=C(C4=CC=CC=C4C=C3)C5=C(C=CC6=CC=CC=C65)P(C7=CC=CC=C7)C8=CC=CC=C8 ((S)-(-)-2,2'-bis(diphenylphosphino)-1,1'-binaphthyl), NC=1C=C(C2=C(C(CO2)(C)C)C1)C(C)C (5-amino-3,3-dimethyl-7-isopropyl-2,3-dihydrobenzofuran), C([O-])([O-])=O.[Cs+].[Cs+] (cesium carbonate), NC=1C=C(C2=C(C(CO2)(C)C)C1)C(C)C (5-amino-3,3-dimethyl-7-isopropyl-2,3-dihydrobenzofuran), C(C)OC(C1=CC=C(C=C1)I)=O (ethyl-4-iodo-benzoate). The reagents and catalysts are C=1C=CC(=CC1)/C=C/C(=O)/C=C/C2=CC=CC=C2.C=1C=CC(=CC1)/C=C/C(=O)/C=C/C2=CC=CC=C2.C=1C=CC(=CC1)/C=C/C(=O)/C=C/C2=CC=CC=C2.[Pd].[Pd] (tris(dibenzylideneacetone)dipalladium(0)). Solvent: C1(=CC=CC=C1)C (toluene). Yields the product C(C)OC(C1=CC=C(C=C1)NC=1C=C(C2=C(C(CO2)(C)C)C1)C(C)C)=O (4-[(3,3-Dimethyl-7-isopropyl-2,3-dihydro-benzofuran-5-yl)-amino]-benzoic acid ethyl ester). Yield: 60.5%. RXN SMILES: [NH2:1][C:2]1[CH:3]=[C:4]([CH:13]([CH3:15])[CH3:14])[C:5]2[O:9][CH2:8][C:7]([CH3:11])([CH3:10])[C:6]=2[CH:12]=1.[CH2:16]([O:18][C:19](=[O:27])[C:20]1[CH:25]=[CH:24][C:23](I)=[CH:22][CH:21]=1)[CH3:17].C(=O)([O-])[O-].[Cs+].[Cs+].C1C=CC(P(C2C=CC3C(=CC=CC=3)C=2C2C3C(=CC=CC=3)C=CC=2P(C2C=CC=CC=2)C2C=CC=CC=2)C2C=CC=CC=2)=CC=1>C1(C)C=CC=CC=1.C1C=CC(/C=C/C(/C=C/C2C=CC=CC=2)=O)=CC=1.C1C=CC(/C=C/C(/C=C/C2C=CC=CC=2)=O)=CC=1.C1C=CC(/C=C/C(/C=C/C2C=CC=CC=2)=O)=CC=1.[Pd].[Pd]>[CH2:16]([O:18][C:19](=[O:27])[C:20]1[CH:25]=[CH:24][C:23]([NH:1][C:2]2[CH:3]=[C:4]([CH:13]([CH3:15])[CH3:14])[C:5]3[O:9][CH2:8][C:7]([CH3:10])([CH3:11])[C:6]=3[CH:12]=2)=[CH:22][CH:21]=1)[CH3:17] |f:2.3.4,7.8.9.10.11|. Procedure details: Following general procedure E and using 5-amino-3,3-dimethyl-7-isopropyl-2,3-dihydrobenzofuran (Compound 13, 0.085 g, 0.5 mmol), ethyl-4-iodo-benzoate (0.123 g, 0.5 mmol), cesium carbonate (0.228 g, 0.7 mmol), tris(dibenzylideneacetone)dipalladium(0) (0.020 g, 0.021 mmol) and (S)-(-)-2,2'-bis(diphenylphosphino)-1,1'-binaphthyl (0.040 g, 0.064 mmol) in 2 mL of anhydrous toluene (reacted in a sealed tube), the title compound (0.107 g, 76%) was obtained. 1H NMR (300 MHz, CDCl3): δ 7.89(d, 2H, J=8.8... Starting materials: BrC1=C(C=C(C=C1)CO)CC(F)(F)F ([4-bromo-3-(2,2,2-trifluoroethyl)phenyl]methanol), C=1C=C[NH+]=CC1.[O-][Cr](=O)(=O)Cl (PCC). Solvent: ClCCl (dichloromethane). Run at temperature 25 celsius, time 3 hour. The product is BrC1=C(C=C(C=O)C=C1)CC(F)(F)F (4-bromo-3-(2,2,2-trifluoroethyl)benzaldehyde). Reaction SMILES: [Br:1][C:2]1[CH:7]=[CH:6][C:5]([CH2:8][OH:9])=[CH:4][C:3]=1[CH2:10][C:11]([F:14])([F:13])[F:12].C1C=C[NH+]=CC=1.[O-][Cr](Cl)(=O)=O>ClCCl>[Br:1][C:2]1[CH:7]=[CH:6][C:5]([CH:8]=[O:9])=[CH:4][C:3]=1[CH2:10][C:11]([F:12])([F:13])[F:14] |f:1.2|. Procedure details: Into a 100-mL round-bottom flask, was placed a solution of [4-bromo-3-(2,2,2-trifluoroethyl)phenyl]methanol (800 mg, 2.97 mmol, 1.00 equiv) in dichloromethane (20 mL), PCC (1.3 g, 6.03 mmol, 2.00 equiv). The resulting solution was stirred for 3 h at 25° C. The resulting mixture was concentrated under vacuum. The residue was applied onto a silica gel column with ethyl acetate/petroleum ether (1:30-1:10). This resulted in 700 mg (88%) of 4-bromo-3-(2,2,2-trifluoroethyl)benzaldehyde as yellow oil.